The task is: describe an organic reaction: reactants, conditions, products, and yield. This data is from the Open Reaction Database (ORD), a public repository of structured organic reaction records. Procedure: To a solution of benzyl 4-formylpiperidine-1-carboxylate (22.35 g) in toluene (300 mL) was added piperidine (11.55 g). The mixture was stirred at reflux under a Dean-Stark trap overnight. The mixture was then concentrated under vacuum and the residue was used directly in the next step. Reactants: C(=O)C1CCN(CC1)C(=O)OCC1=CC=CC=C1 (benzyl 4-formylpiperidine-1-carboxylate), N1CCCCC1 (piperidine). As a reaction SMILES: [CH:1]([CH:3]1[CH2:8][CH2:7][N:6]([C:9]([O:11][CH2:12][C:13]2[CH:18]=[CH:17][CH:16]=[CH:15][CH:14]=2)=[O:10])[CH2:5][CH2:4]1)=O.[NH:19]1[CH2:24][CH2:23][CH2:22][CH2:21][CH2:20]1>C1(C)C=CC=CC=1>[N:19]1([CH:1]=[C:3]2[CH2:8][CH2:7][N:6]([C:9]([O:11][CH2:12][C:13]3[CH:18]=[CH:17][CH:16]=[CH:15][CH:14]=3)=[O:10])[CH2:5][CH2:4]2)[CH2:24][CH2:23][CH2:22][CH2:21][CH2:20]1. Product: N1(CCCCC1)C=C1CCN(CC1)C(=O)OCC1=CC=CC=C1 (benzyl 4-(piperidin-1-ylmethylene)piperidine-1-carboxylate). Solvent: C1(=CC=CC=C1)C (toluene). As a reaction SMILES: [CH2:1]([O:8][C:9]([C:11]1[CH:12]=[C:13]([CH:39]=[CH:40][CH:41]=1)[CH2:14][N:15]1[C:19](=[O:20])[C:18]2([CH2:25][CH2:24][N:23](C(OC(C)(C)C)=O)[CH2:22][CH2:21]2)[N:17]([C:33]2[CH:38]=[CH:37][CH:36]=[CH:35][CH:34]=2)[CH2:16]1)=[O:10])[C:2]1[CH:7]=[CH:6][CH:5]=[CH:4][CH:3]=1.Cl>O1CCOCC1>[O:20]=[C:19]1[C:18]2([CH2:21][CH2:22][NH:23][CH2:24][CH2:25]2)[N:17]([C:33]2[CH:34]=[CH:35][CH:36]=[CH:37][CH:38]=2)[CH2:16][N:15]1[CH2:14][C:13]1[CH:12]=[C:11]([CH:41]=[CH:40][CH:39]=1)[C:9]([O:8][CH2:1][C:2]1[CH:7]=[CH:6][CH:5]=[CH:4][CH:3]=1)=[O:10]. Product: O=C1N(CN(C12CCNCC2)C2=CC=CC=C2)CC=2C=C(C(=O)OCC1=CC=CC=C1)C=CC2 (benzyl 3-((4-oxo-1-phenyl-1,3,8-triazaspiro[4.5]decan-3-yl)methyl)benzoate), hydrochloride salt. The solvent is O1CCOCC1 (dioxane). Reported procedure: To tert-butyl 3-(3-(benzyloxycarbonyl)benzyl)-4-oxo-1-phenyl-1,3,8-triazaspiro[4.5]decane-8-carboxylate (2.7 g, 4.86 mmol) was added 4M solution of HCl in dioxane (7 mL). After stirring at room temperature for an hour, the reaction mixture was concentrated in vacuo to obtain benzyl 3-((4-oxo-1-phenyl-1,3,8-triazaspiro[4.5]decan-3-yl)methyl)benzoate as a hydrochloride salt. The reactants are C(C1=CC=CC=C1)OC(=O)C=1C=C(CN2CN(C3(C2=O)CCN(CC3)C(=O)OC(C)(C)C)C3=CC=CC=C3)C=CC1 (tert-butyl 3-(3-(benzyloxycarbonyl)benzyl)-4-oxo-1-phenyl-1,3,8-triazaspiro[4.5]decane-8-carboxylate), solution, Cl (HCl). Starting materials: FC1=C(C#N)C=CC(=C1)C1=NC(=NC(=C1)N1[C@@H](CCC1)C(F)(F)F)NC (2-Fluoro-4-{2-(methylamino)-6-[(2S)-2-(trifluoromethyl)-1-pyrrolidinyl]-4-pyrimidinyl}benzonitrile), O.NN (Hydrazine monohydrate). The solvent is C(C)O (ethanol). Yield: 53.1%. The product is CNC1=NC(=CC(=N1)C1=CC=C2C(=NNC2=C1)N)N1[C@@H](CCC1)C(F)(F)F (6-{2-(Methylamino)-6-[(2S)-2-(trifluoromethyl)-1-pyrrolidinyl]-4-pyrimidinyl}-1H-indazol-3-amine). As a reaction SMILES: F[C:2]1[CH:9]=[C:8]([C:10]2[CH:15]=[C:14]([N:16]3[CH2:20][CH2:19][CH2:18][C@H:17]3[C:21]([F:24])([F:23])[F:22])[N:13]=[C:12]([NH:25][CH3:26])[N:11]=2)[CH:7]=[CH:6][C:3]=1[C:4]#[N:5].O.[NH2:28][NH2:29]>C(O)C>[CH3:26][NH:25][C:12]1[N:11]=[C:10]([C:8]2[CH:9]=[C:2]3[C:3]([C:4]([NH2:5])=[N:28][NH:29]3)=[CH:6][CH:7]=2)[CH:15]=[C:14]([N:16]2[CH2:20][CH2:19][CH2:18][C@H:17]2[C:21]([F:24])([F:22])[F:23])[N:13]=1 |f:1.2|. Run at temperature 100 celsius. Reported procedure: 2-Fluoro-4-{2-(methylamino)-6-[(2S)-2-(trifluoromethyl)-1-pyrrolidinyl]-4-pyrimidinyl}benzonitrile (166 mg, 0.454 mmol) was dissolved in ethanol (3 mL) in a 5 mL sealable vial. Hydrazine monohydrate (0.668 mL, 13.63 mmol) was added, the vial was capped, and the reaction was heated at 100° C. overnight. The reaction was concentrated, dissolved in 2 mL of DMSO and purified in HPLC (HPLC condition: open-access Gilson using Trilution software with a Sunfire 5u C18(2) 100A. 50×30.00 mm 5 micron. 7.3-... Yields the product N1(CCCC1)C(=O)OC1=C(C=C(C(=C1)[N+](=O)[O-])OCC(=O)OC)F ((2-fluoro-4-methoxycarbonylmethoxy-5-nitrophenyl) 1-pyrrolidinecarboxylate). Starting materials: ice water, N1(CCCC1)C(=O)OC1=C(C=C(C(=C1)[N+](=O)[O-])F)F ((2,4-difluoro-5-nitrophenyl) 1-pyrrolidinecarboxylate), C(CO)(=O)OC (methyl glycolate), [H-].[Na+] (sodium hydride). Reaction SMILES: [N:1]1([C:6]([O:8][C:9]2[CH:14]=[C:13]([N+:15]([O-:17])=[O:16])[C:12](F)=[CH:11][C:10]=2[F:19])=[O:7])[CH2:5][CH2:4][CH2:3][CH2:2]1.[C:20]([O:24][CH3:25])(=[O:23])[CH2:21][OH:22].[H-].[Na+]>O1CCCC1>[N:1]1([C:6]([O:8][C:9]2[CH:14]=[C:13]([N+:15]([O-:17])=[O:16])[C:12]([O:22][CH2:21][C:20]([O:24][CH3:25])=[O:23])=[CH:11][C:10]=2[F:19])=[O:7])[CH2:5][CH2:4][CH2:3][CH2:2]1 |f:2.3|. Solvent: O1CCCC1 (tetrahydrofuran). Conditions: temperature -50 celsius, time 4 hour. The yield is 51.2%. Reported procedure: To a stirred, cold (-50° ) mixture of 7.00 g (0.0257 mole) of (2,4-difluoro-5-nitrophenyl) 1-pyrrolidinecarboxylate and 1.60 g (0.0283 mole) of methyl glycolate in 200 mL of tetrahydrofuran was added 1.02 g (0.0424 mole) of sodium hydride. The reaction mixture was stirred at -50° C. for approximately four hours. The mixture was allowed to gradually warm to room temperature. The reaction mixture was poured into ice-water, and the resultant mixture was extracted with diethyl ether. The extract was... The reactants are C(#N)CCCCN1C(=C(C2=CC=CC=C12)C)C=1C=NC=CC1 (1-(4-Cyanobutyl)-3-methyl-2-(3-pyridyl)-indole), [OH-].[Na+] (NaOH), C(CO)O (ethylene glycol). The solvent is O (water). Yields the product C(=O)(O)CCCCN1C(=C(C2=CC=CC=C12)C)C=1C=NC=CC1 (1-(4-carboxybutyl)-3-methyl-2-(3-pyridyl)indole). RXN SMILES: C(C[CH2:4][CH2:5][CH2:6][N:7]1[C:15]2[C:10](=[CH:11][CH:12]=[CH:13][CH:14]=2)[C:9]([CH3:16])=[C:8]1[C:17]1[CH:18]=[N:19][CH:20]=[CH:21][CH:22]=1)#N.[OH-:23].[Na+].[CH2:25]([OH:28])[CH2:26]O>O>[C:25]([CH2:26][CH2:4][CH2:5][CH2:6][N:7]1[C:15]2[C:10](=[CH:11][CH:12]=[CH:13][CH:14]=2)[C:9]([CH3:16])=[C:8]1[C:17]1[CH:18]=[N:19][CH:20]=[CH:21][CH:22]=1)([OH:28])=[O:23] |f:1.2|. Procedure: 1-(4-Cyanobutyl)-3-methyl-2-(3-pyridyl)-indole (578 mg) is heated at 185° for 0.5 hour with 450 mg of powdered NaOH and 5 ml of ethylene glycol; there is obtained, after pouring the reaction solution into 50 ml water, washing with ether, and adjusting the pH to 6 with 2 N HCl, an oily solid which crystallizes to give 1-(4-carboxybutyl)-3-methyl-2-(3-pyridyl)indole of Example 5 (m.p. 127°-129°). The reactants are COC(=O)C(C)(C)NC(=O)c1ccc2ccccc2c1C=Cc1ccc(C(C)C)cc1, CO, [Li+], [OH-], O, O. Yields the product CC(C)c1ccc(C=Cc2c(C(=O)NC(C)(C)C(=O)O)ccc3ccccc23)cc1. Reaction SMILES: [CH3:1][O:2][C:3]([C:4]([CH3:5])([CH3:6])[NH:7][C:8](=[O:9])[c:10]1[c:11]([CH:20]=[CH:21][c:22]2[cH:23][cH:24][c:25]([CH:28]([CH3:29])[CH3:30])[cH:26][cH:27]2)[c:12]2[cH:13][cH:14][cH:15][cH:16][c:17]2[cH:18][cH:19]1)=[O:31].[CH3:36][OH:37].[Li+:34].[OH-:33].[OH2:32].[OH2:35]>>[O:2]=[C:3]([C:4]([CH3:5])([CH3:6])[NH:7][C:8](=[O:9])[c:10]1[c:11]([CH:20]=[CH:21][c:22]2[cH:23][cH:24][c:25]([CH:28]([CH3:29])[CH3:30])[cH:26][cH:27]2)[c:12]2[cH:13][cH:14][cH:15][cH:16][c:17]2[cH:18][cH:19]1)[OH:31]. Starting materials: C[Al](C)C, COC(=O)c1cnc(N2CCN(C)C(C)C2)nc1, Cc1ccccc1, CO, COc1cc(CCc2cc(N)[nH]n2)cc(OC)c1, Cl. The product is COc1cc(CCc2cc(NC(=O)c3cnc(N4CCN(C)C(C)C4)nc3)[nH]n2)cc(OC)c1. As a reaction SMILES: [CH3:1][Al:2]([CH3:3])[CH3:4].[CH3:23][CH:24]1[CH2:25][N:26]([c:31]2[n:32][cH:33][c:34]([C:37](=[O:38])[O:39][CH3:40])[cH:35][n:36]2)[CH2:27][CH2:28][N:29]1[CH3:30].[CH3:42][c:43]1[cH:44][cH:45][cH:46][cH:47][cH:48]1.[CH3:49][OH:50].[CH3:5][O:6][c:7]1[cH:8][c:9]([CH2:15][CH2:16][c:17]2[cH:18][c:19]([NH2:22])[nH:20][n:21]2)[cH:10][c:11]([O:13][CH3:14])[cH:12]1.[ClH:41]>>[CH3:5][O:6][c:7]1[cH:8][c:9]([CH2:15][CH2:16][c:17]2[cH:18][c:19]([NH:22][C:37]([c:34]3[cH:33][n:32][c:31]([N:26]4[CH2:25][CH:24]([CH3:23])[N:29]([CH3:30])[CH2:28][CH2:27]4)[n:36][cH:35]3)=[O:38])[nH:20][n:21]2)[cH:10][c:11]([O:13][CH3:14])[cH:12]1.